From a dataset of the Open Reaction Database (ORD), a public repository of structured organic reaction records. describe an organic reaction: reactants, conditions, products, and yield Procedure details: A solution of 2,3-di-p-tolyl-7,8-dihydropyrido[2,3-b]pyrazin-6(5H)-one ((prepared according to the preparation procedures disclosed in PCT patent application PCT/EP2011/062028, Example 12.1 step 1) (500 mg, 1.518 mmol) and potassium carbonate (1049 mg, 7.59 mmol) in DMF (15 ml) under N2 was treated with ethyl 9-bromononanoate (805 mg, 3.04 mmol) and stirred at RT overnight. A further portion of ethyl 9-bromononanoate (805 mg, 3.04 mmol) was added and stirring continued at RT for 3 days. The mixt... The solvent is CN(C)C=O (DMF), O (water). The reactants are C1(=CC=C(C=C1)C=1N=C2C(=NC1C1=CC=C(C=C1)C)NC(CC2)=O)C (2,3-di-p-tolyl-7,8-dihydropyrido[2,3-b]pyrazin-6(5H)-one), BrCCCCCCCCC(=O)OCC (ethyl 9-bromononanoate), C([O-])([O-])=O.[K+].[K+] (potassium carbonate), BrCCCCCCCCC(=O)OCC (ethyl 9-bromononanoate). Yields the product O=C1CCC=2C(=NC(=C(N2)C2=CC=C(C=C2)C)C2=CC=C(C=C2)C)N1CCCCCCCCC(=O)OCC (Ethyl 9-(6-oxo-2,3-di-p-tolyl-7,8-dihydropyrido[2,3-b]pyrazin-5(6H)-yl)nonanoate). Conditions: time 8 hour. As a reaction SMILES: [C:1]1([CH3:25])[CH:6]=[CH:5][C:4]([C:7]2[N:8]=[C:9]3[CH2:23][CH2:22][C:21](=[O:24])[NH:20][C:10]3=[N:11][C:12]=2[C:13]2[CH:18]=[CH:17][C:16]([CH3:19])=[CH:15][CH:14]=2)=[CH:3][CH:2]=1.C(=O)([O-])[O-].[K+].[K+].Br[CH2:33][CH2:34][CH2:35][CH2:36][CH2:37][CH2:38][CH2:39][CH2:40][C:41]([O:43][CH2:44][CH3:45])=[O:42]>CN(C=O)C.O>[O:24]=[C:21]1[N:20]([CH2:33][CH2:34][CH2:35][CH2:36][CH2:37][CH2:38][CH2:39][CH2:40][C:41]([O:43][CH2:44][CH3:45])=[O:42])[C:10]2=[N:11][C:12]([C:13]3[CH:18]=[CH:17][C:16]([CH3:19])=[CH:15][CH:14]=3)=[C:7]([C:4]3[CH:3]=[CH:2][C:1]([CH3:25])=[CH:6][CH:5]=3)[N:8]=[C:9]2[CH2:23][CH2:22]1 |f:1.2.3|.